From a dataset of the Open Reaction Database (ORD), a public repository of structured organic reaction records. describe an organic reaction: reactants, conditions, products, and yield Starting materials: NC1=C(C#N)C=CC(=C1)C (2-amino-4-methylbenzonitrile), FC1=CC=C(C=C1)S(=O)(=O)Cl (4-fluoro-benzenesulphonyl chloride), ice. Run in N1=CC=CC=C1 (pyridine). The product is FC1=CC=C(C=C1)S(=O)(=O)NC1=C(C=CC(=C1)C)C#N (2-{[(4-fluorophenyl)sulfonyl]amino}-4-methylbenzenecarbonitrile). The yield is 43.7%. Reaction SMILES: [NH2:1][C:2]1[CH:9]=[C:8]([CH3:10])[CH:7]=[CH:6][C:3]=1[C:4]#[N:5].[F:11][C:12]1[CH:17]=[CH:16][C:15]([S:18](Cl)(=[O:20])=[O:19])=[CH:14][CH:13]=1>N1C=CC=CC=1>[F:11][C:12]1[CH:17]=[CH:16][C:15]([S:18]([NH:1][C:2]2[CH:9]=[C:8]([CH3:10])[CH:7]=[CH:6][C:3]=2[C:4]#[N:5])(=[O:20])=[O:19])=[CH:14][CH:13]=1. Procedure details: The title compound was synthesized by reacting 2-amino-4-methylbenzonitrile (0.25 g, 1.89 mmol) and 4-fluoro-benzenesulphonyl chloride (0.37 g, 1.89 mmol) in 2 mL of dry pyridine, following the reaction procedure of 6.29 The concentrated reaction mixture was poured into ice cold water (300 mL), and resulting pale white solid was filtered, washed with water and dried to gave 13 (0.24 g, 42.8%). Crystallization with EtOH gave (0.15 g) white amorphous solid, mp: 130-132° C.; IR (CHCl3) 3260, 2226, ... The product is N([C@@H](CCC(O)=O)C(=O)NNC(=O)OC(C)(C)C)C(=O)OCC1=CC=CC=C1 (Cbz-Glu-NH—NH-BOC). Starting materials: CC(N=C=NC(C)C)C (DIPC), N([C@@H](CCC(O)=O)C(=O)OC(C)(C)C)C(=O)OCC1=CC=CC=C1 (Cbz-Glu-OtBu), C(Cl)Cl (DCM), C(CCC)OC(NN)=O (butyl-carbazate). RXN SMILES: CC(C)N=C=N[CH:6]([CH3:8])[CH3:7].[NH:10]([C:24]([O:26][CH2:27][C:28]1[CH:33]=[CH:32][CH:31]=[CH:30][CH:29]=1)=[O:25])[C@H:11]([C:17]([O:19]C(C)(C)C)=O)[CH2:12][CH2:13][C:14](=[O:16])[OH:15].C([O:38][C:39](=[O:42])[NH:40][NH2:41])CCC.[CH2:43](Cl)Cl>CN(C1C=CN=CC=1)C>[NH:10]([C:24]([O:26][CH2:27][C:28]1[CH:29]=[CH:30][CH:31]=[CH:32][CH:33]=1)=[O:25])[C@H:11]([C:17]([NH:41][NH:40][C:39]([O:42][C:6]([CH3:7])([CH3:8])[CH3:43])=[O:38])=[O:19])[CH2:12][CH2:13][C:14](=[O:16])[OH:15]. Reported procedure: DMAP (0.1 equiv, 14.8 mmol, 1.81 g) and DIPC (1.5 equiv., 222.3 mmol, 34.5 mL) were added under nitrogen atmosphere slowly at 0° C. to a solution of Cbz-Glu-OtBu (1 equiv., 148.2 mmol, 50 g) and tetrt.butyl-carbazate (1.5 equiv., 222.3 mmol, 29.4 g) in dry DCM (100 mL). The mixture was stirred then at RT for 16 h. The solid was removed by suction filtration and washed with DCM. The organic layer was extracted with 0.1 M HCl (10×100 mL). The organic phase was then extracted with brine, water, dri... Reagents/catalysts: CN(C)C=1C=CN=CC1 (DMAP). Conditions: time 16 hour.